From a dataset of the Open Reaction Database (ORD), a public repository of structured organic reaction records. describe an organic reaction: reactants, conditions, products, and yield Starting materials: C([O-])([O-])=O.[Li+].[Li+] (lithium carbonate), C(C)[C@]1([C@@H](NCC1)C)O ((2S,3S)-3-ethyl-2-methylpyrrolidin-3-ol), FC1=C(C#N)C(=CC(=C1)F)F (2,4,6-trifluorobenzonitrile). The product is C(C)[C@]1([C@@H](N(CC1)C1=CC(=C(C#N)C(=C1)F)F)C)O (4-[(2S,3S)-3-ethyl-3-hydroxy-2-methylpyrrolidin-1-yl]-2,6-difluorobenzonitrile), solid. The yield is 53.0%. RXN SMILES: [CH2:1]([C@:3]1([OH:9])[CH2:7][CH2:6][NH:5][C@H:4]1[CH3:8])[CH3:2].[F:10][C:11]1[CH:18]=[C:17](F)[CH:16]=[C:15]([F:20])[C:12]=1[C:13]#[N:14].C(=O)([O-])[O-].[Li+].[Li+]>>[CH2:1]([C@:3]1([OH:9])[CH2:7][CH2:6][N:5]([C:17]2[CH:18]=[C:11]([F:10])[C:12]([C:13]#[N:14])=[C:15]([F:20])[CH:16]=2)[C@H:4]1[CH3:8])[CH3:2] |f:2.3.4|. Procedure: By an operation in the same manner as in Example 1 and using (2S,3S)-3-ethyl-2-methylpyrrolidin-3-ol 0.5 oxalate (257 mg), 2,4,6-trifluorobenzonitrile (464 mg) and lithium carbonate (218 mg), the title compound was obtained as a colorless solid (yield: 207 mg, yield: 53%). Run in CN(C)C=O (DMF). Reported procedure: To an ice-cold solution of 1-(6-(cyclopropylmethoxy)-5-(3,3-difluoroazetidin-1-yl)picolinoyl)pyrrolidine-2-carboxylic acid (8.6 mg, 22.6 μmol) in DMF (2 mL) was added carbonyldiimidazole (10.2 mg, 63.1 μmol). After 5 minutes the reaction mixture was warmed to ambient temperature and stirred for 2 h. NH3 gas was bubbled through the solution for 10 minutes and stirring was continued for 12 h. The reaction mixture was poured onto ice-water (20 mL) and extracted with EtOAc (2×20 mL). The combined ex... Reaction SMILES: [CH:1]1([CH2:4][O:5][C:6]2[N:11]=[C:10]([C:12]([N:14]3[CH2:18][CH2:17][CH2:16][CH:15]3[C:19](O)=[O:20])=[O:13])[CH:9]=[CH:8][C:7]=2[N:22]2[CH2:25][C:24]([F:27])([F:26])[CH2:23]2)[CH2:3][CH2:2]1.C(N1C=CN=C1)([N:30]1C=CN=C1)=O>CN(C=O)C>[CH:1]1([CH2:4][O:5][C:6]2[N:11]=[C:10]([C:12]([N:14]3[CH2:18][CH2:17][CH2:16][CH:15]3[C:19]([NH2:30])=[O:20])=[O:13])[CH:9]=[CH:8][C:7]=2[N:22]2[CH2:23][C:24]([F:27])([F:26])[CH2:25]2)[CH2:3][CH2:2]1. Isolated yield 104.7%. The reactants are ice, C1(CC1)COC1=C(C=CC(=N1)C(=O)N1C(CCC1)C(=O)O)N1CC(C1)(F)F (1-(6-(cyclopropylmethoxy)-5-(3,3-difluoroazetidin-1-yl)picolinoyl)pyrrolidine-2-carboxylic acid), C(=O)(N1C=NC=C1)N1C=NC=C1 (carbonyldiimidazole). The product is C1(CC1)COC1=C(C=CC(=N1)C(=O)N1C(CCC1)C(=O)N)N1CC(C1)(F)F (1-[6-Cyclopropylmethoxy-5-(3,3-difluoro-azetidin-1-yl)-pyridine-2-carbonyl]-pyrrolidine-2-carboxylic acid amide). Conditions: time 2 hour. Starting materials: O (water), FC(C=1C=C(CNCC=2C(=NC3=C(C=CC=C3C2)C)N(CC)CC2CCC2)C=C(C1)C(F)(F)F)(F)F ({3-[(3,5-bis-trifluoromethyl-benzylamino)-methyl]-8-methyl-quinolin-2-yl}-cyclobutylmethyl-ethyl-amine), BrC=1C=NC(=NC1)Cl (5-bromo-2-chloropyrimidine), [F-].[K+] (potassium fluoride). Solvent: CCOC(=O)C (EtOAc), CN(C=O)C (dimethyl formamide). Conditions: temperature 80 celsius, time 0.5 hour. Yields the product FC(C=1C=C(CN(C2=NC=C(C=N2)Br)CC=2C(=NC3=C(C=CC=C3C2)C)N(CC)CC2CCC2)C=C(C1)C(F)(F)F)(F)F ((3-{[(3,5-bis-trifluoromethyl-benzyl)-(5-bromo-pyrimidin-2-yl)-amino]-methyl}-8-methyl-quinolin-2-yl)-cyclobutylmethyl-ethyl-amine). Isolated yield 45.7%. Reaction SMILES: [F:1][C:2]([F:36])([F:35])[C:3]1[CH:4]=[C:5]([CH:28]=[C:29]([C:31]([F:34])([F:33])[F:32])[CH:30]=1)[CH2:6][NH:7][CH2:8][C:9]1[C:10]([N:20]([CH2:23][CH:24]2[CH2:27][CH2:26][CH2:25]2)[CH2:21][CH3:22])=[N:11][C:12]2[C:17]([CH:18]=1)=[CH:16][CH:15]=[CH:14][C:13]=2[CH3:19].[Br:37][C:38]1[CH:39]=[N:40][C:41](Cl)=[N:42][CH:43]=1.[F-].[K+].O>CN(C)C=O.CCOC(C)=O>[F:36][C:2]([F:35])([F:1])[C:3]1[CH:4]=[C:5]([CH:28]=[C:29]([C:31]([F:34])([F:33])[F:32])[CH:30]=1)[CH2:6][N:7]([CH2:8][C:9]1[C:10]([N:20]([CH2:23][CH:24]2[CH2:27][CH2:26][CH2:25]2)[CH2:21][CH3:22])=[N:11][C:12]2[C:17]([CH:18]=1)=[CH:16][CH:15]=[CH:14][C:13]=2[CH3:19])[C:41]1[N:42]=[CH:43][C:38]([Br:37])=[CH:39][N:40]=1 |f:2.3|. Reported procedure: A mixture of {3-[(3,5-bis-trifluoromethyl-benzylamino)-methyl]-8-methyl-quinolin-2-yl}-cyclobutylmethyl-ethyl-amine (0.23 g, 0.46 mmol), 5-bromo-2-chloropyrimidine (0.09 g, 0.46 mmol), and potassium fluoride (0.11 g, 1.8 mmol) in dimethyl formamide (10 ml) was heated at 80° C. overnight. After cooling the reaction to ambient temperature water (10 mL) and EtOAc (20 mL) were added and stirred for 0.5 h. Thereafter, the organic layer was separated, washed with brine, dried over sodium sulfate, filt...